This data is from the Open Reaction Database (ORD), a public repository of structured organic reaction records. The task is: describe an organic reaction: reactants, conditions, products, and yield The reactants are Cc1ccc(Br)cc1NC(=O)c1nc[nH]c1C(=O)Nc1nc2cc(N3CCNCC3)ccc2[nH]1, CC(=O)O[BH-](OC(C)=O)OC(C)=O, Cl, Cl, [Na+], CN(C)C=O. Product: Cc1ccc(Br)cc1NC(=O)c1nc[nH]c1C(=O)Nc1nc2cc(N3CCN(C)CC3)ccc2[nH]1. Reaction SMILES: [Br:2][c:3]1[cH:4][cH:5][c:6]([CH3:35])[c:7]([NH:9][C:10](=[O:11])[c:12]2[n:13][cH:14][nH:15][c:16]2[C:17](=[O:18])[NH:19][c:20]2[n:21][c:22]3[c:23]([nH:24]2)[cH:25][cH:26][c:27]([N:29]2[CH2:30][CH2:31][NH:32][CH2:33][CH2:34]2)[cH:28]3)[cH:8]1.[C:36]([O:37][BH-:38]([O:39][C:40](=[O:41])[CH3:42])[O:43][C:44](=[O:45])[CH3:46])(=[O:47])[CH3:48].[ClH:1].[ClH:50].[Na+:49].[O:51]=[CH:52][N:53]([CH3:54])[CH3:55]>>[Br:2][c:3]1[cH:4][cH:5][c:6]([CH3:35])[c:7]([NH:9][C:10](=[O:11])[c:12]2[n:13][cH:14][nH:15][c:16]2[C:17](=[O:18])[NH:19][c:20]2[n:21][c:22]3[c:23]([nH:24]2)[cH:25][cH:26][c:27]([N:29]2[CH2:30][CH2:31][N:32]([CH3:36])[CH2:33][CH2:34]2)[cH:28]3)[cH:8]1. Reactants: C1(=CC=C(C=C1)N1N=C(C=C1)C1=CC=C(OC2=CC=C(C=C2)O)C=C1)C (4-[4-(1-p-Tolyl-1H-pyrazol-3-yl)-phenoxy]-phenol), BrC1(C(NC(NC1=O)=O)=O)CCOCC (5-bromo-5-(2-ethoxyethyl)-pyrimidine-2,4,6-trione). Yields the product COCCC1(C(NC(NC1=O)=O)=O)OC1=CC=C(C=C1)OC1=CC=C(C=C1)C1=NN(C=C1)C1=CC=C(C=C1)C (5-(2-Methoxy-ethyl)-5-{4-[4-(1-p-tolyl-1H-pyrazol-3-yl)-phenoxy]-phenoxy}-pyrimidine-2,4,6-trione). RXN SMILES: [C:1]1([CH3:26])[CH:6]=[CH:5][C:4]([N:7]2[CH:11]=[CH:10][C:9]([C:12]3[CH:25]=[CH:24][C:15]([O:16][C:17]4[CH:22]=[CH:21][C:20]([OH:23])=[CH:19][CH:18]=4)=[CH:14][CH:13]=3)=[N:8]2)=[CH:3][CH:2]=1.Br[C:28]1([CH2:37][CH2:38][O:39][CH2:40]C)[C:33](=[O:34])[NH:32][C:31](=[O:35])[NH:30][C:29]1=[O:36]>>[CH3:40][O:39][CH2:38][CH2:37][C:28]1([O:23][C:20]2[CH:21]=[CH:22][C:17]([O:16][C:15]3[CH:24]=[CH:25][C:12]([C:9]4[CH:10]=[CH:11][N:7]([C:4]5[CH:3]=[CH:2][C:1]([CH3:26])=[CH:6][CH:5]=5)[N:8]=4)=[CH:13][CH:14]=3)=[CH:18][CH:19]=2)[C:29](=[O:36])[NH:30][C:31](=[O:35])[NH:32][C:33]1=[O:34]. Reported procedure: By the same procedure as Example 1, Part C, 4-[4-(1-p-Tolyl-1H-pyrazol-3-yl)-phenoxy]-phenol and 5-bromo-5-(2-methoxyethyl)-pyrimidine-2,4,6-trione (from Preparation 3B) were converted to the title compound. MS m/z: ESI+ 527.2 (M+H)+, ESI− 525.4 (M−H)−. The product is NC=1C=C2C=3C=CN=CC3NC2=CC1 (6-amino-β-carboline). The yield is 68.6%. The reagents and catalysts are [Ni] (Raney nickel). As a reaction SMILES: [N+:1]([C:4]1[CH:5]=[C:6]2[C:14](=[CH:15][CH:16]=1)[NH:13][C:12]1[CH:11]=[N:10][C:9](SC)=[CH:8][C:7]2=1)([O-])=O>CN1CCCC1=O.[Ni]>[NH2:1][C:4]1[CH:5]=[C:6]2[C:14](=[CH:15][CH:16]=1)[NH:13][C:12]1[CH:11]=[N:10][CH:9]=[CH:8][C:7]2=1. Procedure details: 660 mg of 6-nitro-3-methylthio-β-carboline are hydrogenated in 50 ml of N-methylpyrrolidone with 3 g of Raney nickel at 50 bar of H2 pressure and 60° C. for 2 hours. After filtering, it is evaporated and the residue chromatographed on silica gel with methylene chloride/ethanol=10:2 as eluant. 320 mg of 6-amino-β-carboline as oil are obtained. Starting materials: [N+](=O)([O-])C=1C=C2C=3C=C(N=CC3NC2=CC1)SC (6-nitro-3-methylthio-β-carboline). Solvent: CN1C(CCC1)=O (N-methylpyrrolidone). The reactants are O (water), C([O-])(O)=O.[Na+] (sodium bicarbonate), C(C(=C)C)(=O)OCCC[Si](Cl)(C)C (3-methacryloxypropyldimethylchlorosilane). Run in C(C)OCC (diethyl ether). Product: C(C(=C)C)(=O)OCCC[Si](O)(C)C (3-methacryloxypropyldimethylsilanol). Reaction SMILES: O.C(=O)(O)[O-:3].[Na+].[C:7]([O:12][CH2:13][CH2:14][CH2:15][Si:16]([CH3:19])([CH3:18])Cl)(=[O:11])[C:8]([CH3:10])=[CH2:9]>C(OCC)C>[C:7]([O:12][CH2:13][CH2:14][CH2:15][Si:16]([CH3:19])([CH3:18])[OH:3])(=[O:11])[C:8]([CH3:10])=[CH2:9] |f:1.2|. Procedure: After 60 mL of water, 60 ml of diethyl ether, and 7 g (83 mmol) of sodium bicarbonate had been placed into a four-necked flask, the temperature was lowered to 0° C. Next, 15 g (68 mmol) of 3-methacryloxypropyldimethylchlorosilane were added dropwise into the resulting mixture, which was being agitated, via a dropping funnel. After the reaction had been completed, the ether layer was separated and then washed with water once. After the ether had subsequently been distilled and removed at room tem... Reactants: CC1=[N+](C(=CC(=C1)[N+](=O)[O-])C)[O-] (2,6-Dimethyl-4-nitro-pyridine 1-oxide). Reagents/catalysts: [Fe] (Fe). Solvent: CC(=O)O (AcOH). Conditions: temperature 100 celsius, time 1 hour. Product: CC1=NC(=CC(=C1)N)C (2,6-Dimethyl-pyridin-4-ylamine). Reaction SMILES: [CH3:1][C:2]1[CH:7]=[C:6]([N+:8]([O-])=O)[CH:5]=[C:4]([CH3:11])[N+:3]=1[O-]>CC(O)=O.[Fe]>[CH3:1][C:2]1[CH:7]=[C:6]([NH2:8])[CH:5]=[C:4]([CH3:11])[N:3]=1. Reported procedure: 2,6-Dimethyl-4-nitro-pyridine 1-oxide (9.62 g, 57 mmol) is dissolved in AcOH (300 mL) and Fe (powder, 29 g) is added. The mixture is stirred for 1 h at 100° C. The mixture is cooled to r.t. and filtered. The filtercake is thoroughly washed with AcOH and then discarded. The filtrate is evaporated, diluted with water (100 mL), basified with NaOH (1 M, 100 mL), filtered from the formed precipitate and the filtrate is extracted with CHCl3 (10×50 mL). The combined organic extracts are dried (Na2SO4),... The reactants are CCCC[NH-], COc1cc(C)c(C=CC(C)=CC=CC(C)=CC(=O)O)c(C)c1C, [Cl-]. Yields the product CCCCNC(=O)C=C(C)C=CC=C(C)C=Cc1c(C)cc(OC)c(C)c1C. As a reaction SMILES: [CH2:26]([CH2:27][CH2:28][CH3:29])[NH-:30].[CH3:2][O:3][c:4]1[c:5]([CH3:25])[c:6]([CH3:24])[c:7]([CH:11]=[CH:12][C:13](=[CH:14][CH:15]=[CH:16][C:17](=[CH:18][C:19](=[O:20])[OH:21])[CH3:22])[CH3:23])[c:8]([CH3:10])[cH:9]1.[Cl-:1]>>[CH3:2][O:3][c:4]1[c:5]([CH3:25])[c:6]([CH3:24])[c:7]([CH:11]=[CH:12][C:13](=[CH:14][CH:15]=[CH:16][C:17](=[CH:18][C:19](=[O:21])[NH:30][CH2:26][CH2:27][CH2:28][CH3:29])[CH3:22])[CH3:23])[c:8]([CH3:10])[cH:9]1. Reactants: C=CCBr, CCN(C(C)C)C(C)C, ClCCl, CCOC(=O)c1ccc(N2CCCNCC2)cc1. The product is C=CCN1CCCN(c2ccc(C(=O)OCC)cc2)CC1. RXN SMILES: [Br:1][CH2:2][CH:3]=[CH2:4].[CH:23]([N:24]([CH2:25][CH3:26])[CH:27]([CH3:28])[CH3:29])([CH3:30])[CH3:31].[Cl:32][CH2:33][Cl:34].[N:5]1([c:12]2[cH:13][cH:14][c:15]([C:16](=[O:17])[O:18][CH2:19][CH3:20])[cH:21][cH:22]2)[CH2:6][CH2:7][NH:8][CH2:9][CH2:10][CH2:11]1>>[CH2:2]([CH:3]=[CH2:4])[N:8]1[CH2:7][CH2:6][N:5]([c:12]2[cH:13][cH:14][c:15]([C:16](=[O:17])[O:18][CH2:19][CH3:20])[cH:21][cH:22]2)[CH2:11][CH2:10][CH2:9]1. Starting materials: C(=O)(C(=O)OCC)NC=1C(=C(C(C#N)=CC1)C#N)[N+](=O)[O-] (4-ethoxalylamino-3-nitrophthalonitrile), CN(C=O)C (dimethylformamide), N (ammonia). The reagents and catalysts are [Pt] (Pt-C). Run in O1CCCC1 (tetrahydrofuran). The product is C(#N)C1=CC=C2NC(C(N(C2=C1C#N)O)=O)=O (7,8-dicyano-1-hydroxyquinoxaline-2,3(1H,4H)-dione). Yield: 58.4%. Reaction SMILES: [C:1]([NH:8][C:9]1[C:10]([N+:19]([O-:21])=O)=[C:11]([C:17]#[N:18])[C:12](=[CH:15][CH:16]=1)[C:13]#[N:14])([C:3](OCC)=[O:4])=[O:2].CN(C)C=O.N>O1CCCC1.[Pt]>[C:13]([C:12]1[C:11]([C:17]#[N:18])=[C:10]2[C:9]([NH:8][C:1](=[O:2])[C:3](=[O:4])[N:19]2[OH:21])=[CH:16][CH:15]=1)#[N:14]. Procedure details: 2 g (0.9 mmol) 4-ethoxalylamino-3-nitrophthalonitrile in 15 ml tetrahydrofuran:dimethylformamide: 25% aqueous ammonia (30:10:0.7) was hydrogenated at atm. pressure by using 25 mg 5% Pt-C as a catalyst. The precipitate was filtered off and washed with tetrahydrofuran. The filter cake was washed several times with 1N aqueous potassium hydroxide. The filtrate was acidified with concentrated hydrochloric acid. The precipitate was filtered off and washed with water, ethanol and ether to give 0.120 g ...